This data is from the Open Reaction Database (ORD), a public repository of structured organic reaction records. The task is: describe an organic reaction: reactants, conditions, products, and yield Starting materials: BrC=1C=C(N)C=CC1 (3-bromoaniline), [O-2].[Mg+2] (magnesium oxide), C(C1=CC=CC=C1)Br (benzylbromide). Solvent: CN(C=O)C (dimethylformamide). Run at time 47 hour. The product is C(C1=CC=CC=C1)N(C1=CC(=CC=C1)Br)CC1=CC=CC=C1 (N,N-dibenzyl-3-bromoaniline). Isolated yield 63.4%. RXN SMILES: [Br:1][C:2]1[CH:3]=[C:4]([CH:6]=[CH:7][CH:8]=1)[NH2:5].[O-2].[Mg+2].[CH2:11](Br)[C:12]1[CH:17]=[CH:16][CH:15]=[CH:14][CH:13]=1>CN(C)C=O>[CH2:11]([N:5]([CH2:11][C:12]1[CH:17]=[CH:16][CH:15]=[CH:14][CH:13]=1)[C:4]1[CH:6]=[CH:7][CH:8]=[C:2]([Br:1])[CH:3]=1)[C:12]1[CH:17]=[CH:16][CH:15]=[CH:14][CH:13]=1 |f:1.2|. Reported procedure: A mixture of 16 g of 3-bromoaniline, 15 g magnesium oxide and 31.8 g benzylbromide in 100 mL dry dimethylformamide was stirred for 47 hours at room temperature, under nitrogen. The precipitated magnesium salts were filtered. The filtrate was diluted with water and extracted with ether. The ether extracts were combined, washed with water and dried over anhydrous sodium sulfate. The sodium sulfate was filtered and the ether evaporated in vacuo to give a brownish solid. The brownish solid was recry... The reactants are CN(C)C=O (DMF), N1=CC(=CC=C1)C=1N(C(=CC1)C=1C=NC=CC1)N (2,5-di-pyridin-3-yl-pyrrol-1-ylamine), C1(=CC=C(C=C1)S(=O)(=O)O)C (p-toluene sulfonic acid), C1(=CC=CC=C1)C=1N(C(=CC1)C1=CC=CC=C1)N=C(C(C)=O)C (3-(2,5-Diphenyl-pyrrol-1-ylimino)-butan-2-one). Solvent: C1(=CC=CC=C1)C (toluene), O (water). The product is C1(=CC=CC=C1)C=1N(C(=CC1)C1=CC=CC=C1)N=C(C)C(C)=NN1C(=CC=C1C=1C=NC=CC1)C=1C=NC=CC1 (2-(2,5-diphenyl-pyrrol-1-ylimino)-3-(2,5-dipyridine-3-yl-pyrrol-1-ylimino)-butane). Reaction SMILES: [C:1]1([C:7]2[N:8]([N:18]=[C:19]([CH3:23])[C:20](=O)[CH3:21])[C:9]([C:12]3[CH:17]=[CH:16][CH:15]=[CH:14][CH:13]=3)=[CH:10][CH:11]=2)[CH:6]=[CH:5][CH:4]=[CH:3][CH:2]=1.CN(C=O)C.[N:29]1[CH:34]=[CH:33][CH:32]=[C:31]([C:35]2[N:36]([NH2:46])[C:37]([C:40]3[CH:41]=[N:42][CH:43]=[CH:44][CH:45]=3)=[CH:38][CH:39]=2)[CH:30]=1.C1(C)C=CC(S(O)(=O)=O)=CC=1>C1(C)C=CC=CC=1.O>[C:1]1([C:7]2[N:8]([N:18]=[C:19]([C:20](=[N:46][N:36]3[C:37]([C:40]4[CH:41]=[N:42][CH:43]=[CH:44][CH:45]=4)=[CH:38][CH:39]=[C:35]3[C:31]3[CH:30]=[N:29][CH:34]=[CH:33][CH:32]=3)[CH3:21])[CH3:23])[C:9]([C:12]3[CH:17]=[CH:16][CH:15]=[CH:14][CH:13]=3)=[CH:10][CH:11]=2)[CH:6]=[CH:5][CH:4]=[CH:3][CH:2]=1. Procedure details: A suspension of 3-(2,5-Diphenyl-pyrrol-1-ylimino)-butan-2-one (1.0 g, 3.4 mmol) in toluene (12 ml) is treated with DMF (6 ml), 2,5-di-pyridin-3-yl-pyrrol-1-ylamine (850 mg, 3.6 mmol) and p-toluene sulfonic acid (30 mg). The resulting suspension is fitted with a Dean Stark trap and heated to reflux with azeotropic removal of water in an oil bath until no starting materials remain by TLC. The solution is cooled to rt and concentrated in vacuo. The residue is purified by flash chromatography to aff... The reactants are C(=O)N[C@@H](CC1=CC=CC=C1)C(=O)O (N-formyl-L-phenylalanine), C(C)OC(CN)=O (glycine ethyl ester), C(C)(C)(C)[N+]#[C-] (tert-butyl isonitrile). Run in O1CCOCC1 (dioxane). Product: C(C)OC(CNC([C@@H](NC=O)CC1=CC=CC=C1)=O)=O (N-formyl-L-phenylalanyl-glycine ethyl ester). The yield is 55.2%. Reaction SMILES: [CH:1]([NH:3][C@H:4]([C:12]([OH:14])=O)[CH2:5][C:6]1[CH:11]=[CH:10][CH:9]=[CH:8][CH:7]=1)=[O:2].[CH2:15]([O:17][C:18](=[O:21])[CH2:19][NH2:20])[CH3:16].C([N+]#[C-])(C)(C)C>O1CCOCC1>[CH2:15]([O:17][C:18](=[O:21])[CH2:19][NH:20][C:12](=[O:14])[C@H:4]([CH2:5][C:6]1[CH:7]=[CH:8][CH:9]=[CH:10][CH:11]=1)[NH:3][CH:1]=[O:2])[CH3:16]. Procedure details: A solution of 3.9 g (20 mM) N-formyl-L-phenylalanine, 2.5 g (24 mM) glycine ethyl ester, and 1.7 g (20 mM) tert-butyl isonitrile in 30 ml dioxane was heated at 40° - 50°C for 28 hours. It was then evaporated to dryness, and the residue was dissolved in 300 ml methylene chloride. The solution was washed as in the preceding examples, dried, and evaporated. The residue was crystallized from carbon tetrachloride and petroleum ether to produce 3.1 g N-formyl-L-phenylalanyl-glycine ethyl ester (48% yi... Reactants: O=C([O-])[O-], CN1C(=O)CCC2(C)c3ccc(S)cc3CCC12, CN(C)C=O, CCOC(C)=O, Clc1nc2c(Br)cccc2s1, [K+], [K+]. Product: CN1C(=O)CCC2(C)c3ccc(Sc4nc5c(Br)cccc5s4)cc3CCC12. As a reaction SMILES: [C:19](=[O:20])([O-:21])[O-:22].[CH3:1][N:2]1[C:3](=[O:18])[CH2:4][CH2:5][C:6]2([CH3:17])[c:7]3[c:8]([cH:12][c:13]([SH:16])[cH:14][cH:15]3)[CH2:9][CH2:10][CH:11]12.[CH3:36][N:37]([CH3:38])[CH:39]=[O:40].[CH3:41][CH2:42][O:43][C:44](=[O:45])[CH3:46].[Cl:25][c:26]1[s:27][c:28]2[c:29]([n:30]1)[c:31]([Br:35])[cH:32][cH:33][cH:34]2.[K+:23].[K+:24]>>[CH3:1][N:2]1[C:3](=[O:18])[CH2:4][CH2:5][C:6]2([CH3:17])[c:7]3[c:8]([cH:12][c:13]([S:16][c:26]4[s:27][c:28]5[c:29]([n:30]4)[c:31]([Br:35])[cH:32][cH:33][cH:34]5)[cH:14][cH:15]3)[CH2:9][CH2:10][CH:11]12. Yields the product C(=Cc1ccc(OCc2ccc3ccccc3n2)cc1)c1ccc(OCCCc2nnn[nH]2)cc1. As a reaction SMILES: [C:43]([O:44][CH2:45][CH3:46])(=[O:47])[CH3:48].[CH3:39][CH2:40][OH:41].[CH3:49][CH2:50][CH2:51][CH2:52][CH2:53][CH3:54].[Cl:28][CH2:29][CH2:30][CH2:31][c:32]1[n:33][n:34][n:35][nH:36]1.[K+:38].[OH-:37].[OH2:42].[n:1]1[c:2]([CH2:11][O:12][c:13]2[cH:14][cH:15][c:16]([CH:17]=[CH:18][c:19]3[cH:20][cH:21][c:22]([OH:25])[cH:23][cH:24]3)[cH:26][cH:27]2)[cH:3][cH:4][c:5]2[cH:6][cH:7][cH:8][cH:9][c:10]12>>[n:1]1[c:2]([CH2:11][O:12][c:13]2[cH:14][cH:15][c:16]([CH:17]=[CH:18][c:19]3[cH:20][cH:21][c:22]([O:25][CH2:29][CH2:30][CH2:31][c:32]4[n:33][n:34][n:35][nH:36]4)[cH:23][cH:24]3)[cH:26][cH:27]2)[cH:3][cH:4][c:5]2[cH:6][cH:7][cH:8][cH:9][c:10]12. Starting materials: CCOC(C)=O, CCO, CCCCCC, ClCCCc1nnn[nH]1, [K+], [OH-], O, Oc1ccc(C=Cc2ccc(OCc3ccc4ccccc4n3)cc2)cc1. Starting materials: CC(=O)OCCOCCNC(C)(C)C, CO, C[O-], [Na+]. Product: CC(C)(C)NCCOCCO. RXN SMILES: [C:4](=[O:5])([CH3:6])[O:7][CH2:8][CH2:9][O:10][CH2:11][CH2:12][NH:13][C:14]([CH3:15])([CH3:16])[CH3:17].[CH3:18][OH:19].[CH3:1][O-:2].[Na+:3]>>[OH:7][CH2:8][CH2:9][O:10][CH2:11][CH2:12][NH:13][C:14]([CH3:15])([CH3:16])[CH3:17]. Reactants: TEA, C1(=CC=C(C=C1)C(=O)Cl)C1=CC=CC=C1 ([1,1′-biphenyl]-4-carbonyl chloride), OC1=CC=C(CN(C(C2=CC=C(C=C2)NC(CC2=CC=C(C=C2)OC)=O)=O)CC(=O)OC(C)(C)C)C=C1 (tert-butyl 2-(N-(4-hydroxybenzyl)-4-(2-(4-methoxyphenyl)acetamido)benzamido)acetate), C(=O)(C(F)(F)F)O (TFA). The solvent is C(Cl)Cl (DCM). Reaction conditions: time 18 hour. The product is C1(=CC=C(C=C1)C(=O)OC1=CC=C(CN(C(C2=CC=C(C=C2)NC(CC2=CC=C(C=C2)OC)=O)=O)CC(=O)O)C=C1)C1=CC=CC=C1 (2-(N-(4-(([1,1′-biphenyl]-4-carbonyl)oxy)benzyl)-4-(2-(4-methoxyphenyl)acetamido)benzamido)acetic acid). The yield is 25.0%. Reaction SMILES: [OH:1][C:2]1[CH:37]=[CH:36][C:5]([CH2:6][N:7]([CH2:28][C:29]([O:31]C(C)(C)C)=[O:30])[C:8](=[O:27])[C:9]2[CH:14]=[CH:13][C:12]([NH:15][C:16](=[O:26])[CH2:17][C:18]3[CH:23]=[CH:22][C:21]([O:24][CH3:25])=[CH:20][CH:19]=3)=[CH:11][CH:10]=2)=[CH:4][CH:3]=1.[C:38]1([C:47]2[CH:52]=[CH:51][CH:50]=[CH:49][CH:48]=2)[CH:43]=[CH:42][C:41]([C:44](Cl)=[O:45])=[CH:40][CH:39]=1.C(O)(C(F)(F)F)=O>C(Cl)Cl>[C:38]1([C:47]2[CH:48]=[CH:49][CH:50]=[CH:51][CH:52]=2)[CH:39]=[CH:40][C:41]([C:44]([O:1][C:2]2[CH:37]=[CH:36][C:5]([CH2:6][N:7]([CH2:28][C:29]([OH:31])=[O:30])[C:8](=[O:27])[C:9]3[CH:10]=[CH:11][C:12]([NH:15][C:16](=[O:26])[CH2:17][C:18]4[CH:23]=[CH:22][C:21]([O:24][CH3:25])=[CH:20][CH:19]=4)=[CH:13][CH:14]=3)=[CH:4][CH:3]=2)=[O:45])=[CH:42][CH:43]=1. Reported procedure: Prepared using General Procedures 2 and 8: To a stirring solution of tert-butyl 2-(N-(4-hydroxybenzyl)-4-(2-(4-methoxyphenyl)acetamido)benzamido)acetate INT-7 (40 mg, 0.079 mmol) and TEA (0.022 mL, 0.159 mmol) in DCM (1 mL) were added [1,1′-biphenyl]-4-carbonyl chloride (26 mg, 0.119 mmol). The reaction was stirred for 18 h then TFA (1 mL) was added. After stirring for 2 h, the solvent was concentrated and the product was purified by preparative HPLC to afford 12.5 mg (25%) of 2-(N-(4-(([1,1′-bi... Starting materials: O=C(O)c1ncn2cc(Br)sc12, [Cl-], [Cl-], [NH4+]. The product is O=Cc1ncn2cc(Br)sc12. RXN SMILES: [Br:2][c:3]1[cH:4][n:5]2[c:6]([s:7]1)[c:8]([C:11](=[O:12])[OH:13])[n:9][cH:10]2.[Cl-:14].[Cl-:1].[NH4+:15]>>[Br:2][c:3]1[cH:4][n:5]2[c:6]([s:7]1)[c:8]([CH:11]=[O:12])[n:9][cH:10]2. Reaction SMILES: [O:1]1[CH:5]=[CH:4][C:3]([CH2:6][N:7]2[C:11]3[CH:12]=[CH:13][CH:14]=[CH:15][C:10]=3[N:9]=[C:8]2[CH2:16][CH:17]2[CH2:22][CH2:21][N:20](CC3C=CC=CC=3)[CH2:19][CH2:18]2)=[CH:2]1.C(Cl)(=O)OCC>CC1C=CC=CC=1>[O:1]1[CH:5]=[CH:4][C:3]([CH2:6][N:7]2[C:11]3[CH:12]=[CH:13][CH:14]=[CH:15][C:10]=3[N:9]=[C:8]2[CH2:16][CH:17]2[CH2:18][CH2:19][NH:20][CH2:21][CH2:22]2)=[CH:2]1. Conditions: time 2 hour. Starting materials: 72, O1C=C(C=C1)CN1C(=NC2=C1C=CC=C2)CC2CCN(CC2)CC2=CC=CC=C2 (1-(3-furanylmethyl)-2-[[1-(phenylmethyl)-4-piperidinyl]methyl]-1H-benzimidazole), C(OCC)(=O)Cl (ethyl carbonochloridate). Procedure details: To a stirred mixture of 72 parts of 1-(3-furanylmethyl)-2-[[1-(phenylmethyl)-4-piperidinyl]methyl]-1H-benzimidazole and 324 parts of methylbenzene were added dropwise 25.5 parts of ethyl carbonochloridate at reflux. Upon completion, stirring was continued for 2 hours at reflux temperature. After cooling, the mixture was washed twice with a sodium hydroxide solution 5%, once with water, dried, filtered and evaporated. This residue, together with 560 parts of 2-propanol, 69.9 parts of potassium hy... The yield is 49.8%. The solvent is CC1=CC=CC=C1 (methylbenzene). The product is 28.0, O1C=C(C=C1)CN1C(=NC2=C1C=CC=C2)CC2CCNCC2 (1-(3-furanylmethyl)-2-(4-piperidinylmethyl)-1H-benzimidazole).